This data is from the Open Reaction Database (ORD), a public repository of structured organic reaction records. The task is: describe an organic reaction: reactants, conditions, products, and yield Starting materials: B, CN(C)C=O, CCCC(Cl)c1ccc(C#N)cc1OCc1ccc(Cl)cc1Cl, CCCC(O)c1ccc(C#N)cc1OCc1ccc(Cl)cc1Cl, ClCc1ccccc1, [Na], [Na], C1COCCO1, O=S(Cl)Cl, c1c[nH]cn1. Product: CCCC(c1ccc(C#N)cc1OCc1ccc(Cl)cc1Cl)n1ccnc1. Reaction SMILES: [BH3:1].[CH3:73][N:74]([CH3:75])[CH:76]=[O:77].[Cl:30][c:31]1[cH:32][c:33]([Cl:34])[cH:35][cH:36][c:37]1[CH2:38][O:39][c:40]1[cH:41][c:42]([C:51]#[N:52])[cH:43][cH:44][c:45]1[CH:46]([Cl:47])[CH2:48][CH2:49][CH3:50].[Cl:3][c:4]1[c:5]([CH2:6][O:7][c:8]2[cH:9][c:10]([C:11]#[N:12])[cH:13][cH:14][c:15]2[CH:16]([CH2:17][CH2:18][CH3:19])[OH:20])[cH:21][cH:22][c:23]([Cl:25])[cH:24]1.[Cl:53][CH2:54][c:55]1[cH:56][cH:57][cH:58][cH:59][cH:60]1.[Na:2].[Na:61].[O:67]1[CH2:68][CH2:69][O:70][CH2:71][CH2:72]1.[S:26]([Cl:27])([Cl:28])=[O:29].[nH:62]1[cH:63][n:64][cH:65][cH:66]1>>[Cl:3][c:4]1[c:5]([CH2:6][O:7][c:8]2[cH:9][c:10]([C:11]#[N:12])[cH:13][cH:14][c:15]2[CH:16]([CH2:17][CH2:18][CH3:19])[n:62]2[cH:63][n:64][cH:65][cH:66]2)[cH:21][cH:22][c:23]([Cl:25])[cH:24]1.